Dataset: the Open Reaction Database (ORD), a public repository of structured organic reaction records. Task: describe an organic reaction: reactants, conditions, products, and yield Starting materials: COC(=O)C1=CC2=C(CC(O2)(C)C)C(=C1)OC1=CC(=CC(=C1)F)F (4-(3,5-difluoro-phenoxy)-2,2-dimethyl-2,3-dihydro-benzofuran-6-carboxylic acid methyl ester), [OH-].[Na+] (NaOH), EtOAc petroleum ether. Solvent: CO (MeOH). Run at time 8 hour. The product is FC=1C=C(OC2=CC(=CC3=C2CC(O3)(C)C)C(=O)O)C=C(C1)F (4-(3,5-Difluoro-phenoxy)-2,2-dimethyl-2,3-dihydro-benzofuran-6-carboxylic acid). Isolated yield 80.1%. As a reaction SMILES: C[O:2][C:3]([C:5]1[CH:15]=[C:14]([O:16][C:17]2[CH:22]=[C:21]([F:23])[CH:20]=[C:19]([F:24])[CH:18]=2)[C:8]2[CH2:9][C:10]([CH3:13])([CH3:12])[O:11][C:7]=2[CH:6]=1)=[O:4].[OH-].[Na+]>CO>[F:23][C:21]1[CH:22]=[C:17]([CH:18]=[C:19]([F:24])[CH:20]=1)[O:16][C:14]1[C:8]2[CH2:9][C:10]([CH3:12])([CH3:13])[O:11][C:7]=2[CH:6]=[C:5]([C:3]([OH:4])=[O:2])[CH:15]=1 |f:1.2|. Procedure details: To a solution of 4-(3,5-difluoro-phenoxy)-2,2-dimethyl-2,3-dihydro-benzofuran-6-carboxylic acid methyl ester (113a) (0.4 g, 0.0012 mol) in MeOH (5 mL) was added NaOH (0.5 g, 0.012 mol) in one portion. The mixture was stirred at room temperature overnight. TLC (EtOAc/petroleum ether=1/10) showed the starting material was still present. The mixture was refluxed for another 3 hrs. After TLC indicated the reaction was complete. The solvents were removed in vacuo. The residue was dissolved in water a... Starting materials: CC(=O)O[BH-](OC(C)=O)OC(C)=O, CNC, [Na+], CC(CC=O)C1CC=C2C3=C(CCC21C)C1(C)CCC(O)C(C)(C)C1CC3. Product: CC(CCN(C)C)C1CC=C2C3=C(CCC21C)C1(C)CCC(O)C(C)(C)C1CC3. As a reaction SMILES: [C:31]([O:32][BH-:33]([O:34][C:35](=[O:36])[CH3:37])[O:38][C:39](=[O:40])[CH3:41])(=[O:42])[CH3:43].[CH3:28][NH:29][CH3:30].[Na+:44].[OH:1][CH:2]1[C:3]([CH3:26])([CH3:27])[CH:4]2[CH2:5][CH2:6][C:7]3=[C:20]([CH2:19][CH2:18][C:17]4([CH3:25])[C:8]3=[CH:9][CH2:10][CH:11]4[CH:12]([CH2:13][CH:14]=[O:15])[CH3:16])[C:21]2([CH3:24])[CH2:22][CH2:23]1>>[OH:1][CH:2]1[C:3]([CH3:26])([CH3:27])[CH:4]2[CH2:5][CH2:6][C:7]3=[C:20]([CH2:19][CH2:18][C:17]4([CH3:25])[C:8]3=[CH:9][CH2:10][CH:11]4[CH:12]([CH2:13][CH2:14][N:29]([CH3:28])[CH3:30])[CH3:16])[C:21]2([CH3:24])[CH2:22][CH2:23]1. The reactants are CS(=O)(=O)c1ccc(C(=O)O)cc1, CN(C)C(=O)c1c(CN)c(=O)c2ccc(Cl)cc2n1-c1ccccc1. Yields the product CN(C)C(=O)c1c(CNC(=O)c2ccc(S(C)(=O)=O)cc2)c(=O)c2ccc(Cl)cc2n1-c1ccccc1. RXN SMILES: [CH3:26][S:27](=[O:28])(=[O:29])[c:30]1[cH:31][cH:32][c:33]([C:34](=[O:35])[OH:36])[cH:37][cH:38]1.[NH2:1][CH2:2][c:3]1[c:4]([C:21](=[O:22])[N:23]([CH3:24])[CH3:25])[n:5](-[c:15]2[cH:16][cH:17][cH:18][cH:19][cH:20]2)[c:6]2[cH:7][c:8]([Cl:14])[cH:9][cH:10][c:11]2[c:12]1=[O:13]>>[NH:1]([CH2:2][c:3]1[c:4]([C:21](=[O:22])[N:23]([CH3:24])[CH3:25])[n:5](-[c:15]2[cH:16][cH:17][cH:18][cH:19][cH:20]2)[c:6]2[cH:7][c:8]([Cl:14])[cH:9][cH:10][c:11]2[c:12]1=[O:13])[C:34]([c:33]1[cH:32][cH:31][c:30]([S:27]([CH3:26])(=[O:28])=[O:29])[cH:38][cH:37]1)=[O:35]. Reactants: Br, CC(=O)O, ClCCl, C1=C(c2ccccc2)CCCC1, c1ccsc1. Product: c1ccc(C2(c3cccs3)CCCCC2)cc1. Reaction SMILES: [BrH:21].[CH3:22][C:23](=[O:24])[OH:25].[Cl:18][CH2:19][Cl:20].[c:1]1([C:7]2=[CH:8][CH2:9][CH2:10][CH2:11][CH2:12]2)[cH:2][cH:3][cH:4][cH:5][cH:6]1.[cH:13]1[cH:14][cH:15][s:16][cH:17]1>>[c:1]1([C:7]2([c:15]3[cH:14][cH:13][cH:17][s:16]3)[CH2:8][CH2:9][CH2:10][CH2:11][CH2:12]2)[cH:2][cH:3][cH:4][cH:5][cH:6]1. Starting materials: OC1=CC=C(OC2=NC3=CC=CC=C3N=C2C)C=C1 (2-(4-hydroxyphenoxy)-3-methylquinoxaline), [H-].[Na+] (sodium hydride), CN(C=O)C (dimethylformamide), CN(C=O)C (dimethylformamide), [H][H] (hydrogen), BrC(C=CC(=O)OC)C (methyl 4-bromo-2-pentenoate). Run in O (water). Run at temperature 80 celsius. The product is CC1(CN=C2C=CC=CC2=N1)OC1=CC=C(OC(C=CC(=O)OC)C)C=C1 (Methyl 4-[4-(3-methyl-3-quinoxalinyloxy)phenoxy]pent-2-enoate). Reaction SMILES: [OH:1][C:2]1[CH:19]=[CH:18][C:5]([O:6][C:7]2[C:16](C)=[N:15][C:14]3[C:9](=[CH:10][CH:11]=[CH:12][CH:13]=3)[N:8]=2)=[CH:4][CH:3]=1.[H-].[Na+].[H][H].Br[CH:25]([CH3:32])[CH:26]=[CH:27][C:28]([O:30][CH3:31])=[O:29].[CH3:33]N(C)C=O>O>[CH3:33][C:7]1([O:6][C:5]2[CH:4]=[CH:3][C:2]([O:1][CH:25]([CH3:32])[CH:26]=[CH:27][C:28]([O:30][CH3:31])=[O:29])=[CH:19][CH:18]=2)[N:8]=[C:9]2[C:14]([CH:13]=[CH:12][CH:11]=[CH:10]2)=[N:15][CH2:16]1 |f:1.2|. Procedure: In a nitrogen atmosphere, add a solution of 5.4 g (0.02 mole) 2-(4-hydroxyphenoxy)-3-methylquinoxaline in 30 cc dimethylformamide to 0.9 g (0.02 mole) 57% sodium hydride in 20 cc dimethylformamide at about 20° C. When the evolution of hydrogen ceases, add 3.9 g (0.02 mole) methyl 4-bromo-2-pentenoate. Heat the reaction mixture at approximately 80° C. until the reaction is complete. Pour the reaction mixture into water and extract with ether. Combine the ethereal extracts and dry over magnesium s... Reactants: COc1cccc(CN)c1OC, O=C(O)c1cccc2c([N+](=O)[O-])cccc12. Yields the product COc1cccc(CNC(=O)c2cccc3c([N+](=O)[O-])cccc23)c1OC. Reaction SMILES: [CH3:17][O:18][c:19]1[c:20]([CH2:21][NH2:22])[cH:23][cH:24][cH:25][c:26]1[O:27][CH3:28].[N+:1](=[O:2])([O-:3])[c:4]1[c:5]2[cH:6][cH:7][cH:8][c:9]([C:14](=[O:15])[OH:16])[c:10]2[cH:11][cH:12][cH:13]1>>[N+:1](=[O:2])([O-:3])[c:4]1[c:5]2[cH:6][cH:7][cH:8][c:9]([C:14](=[O:16])[NH:22][CH2:21][c:20]3[c:19]([O:18][CH3:17])[c:26]([O:27][CH3:28])[cH:25][cH:24][cH:23]3)[c:10]2[cH:11][cH:12][cH:13]1. The reactants are C(C)OC(CC1=NC2=C(N1)C=CC=C2)=O (1H-benzo[d]imidazole-2-acetic acid ethyl ester), O.NN (hydrazine hydrate). The solvent is C(C)O (ethyl alcohol). The product is N1C(=NC2=C1C=CC=C2)CC(=O)NN (1H-benzo[d]imidazole-2-acethydrazide). Yield: 76.0%. RXN SMILES: C([O:3][C:4](=O)[CH2:5][C:6]1[NH:10][C:9]2[CH:11]=[CH:12][CH:13]=[CH:14][C:8]=2[N:7]=1)C.O.[NH2:17][NH2:18]>C(O)C>[NH:7]1[C:8]2[CH:14]=[CH:13][CH:12]=[CH:11][C:9]=2[N:10]=[C:6]1[CH2:5][C:4]([NH:17][NH2:18])=[O:3] |f:1.2|. Procedure details: 15 g 1H-benzo[d]imidazole-2-acetic acid ethyl ester (0.074 mol), 100 mL anhydrous ethyl alcohol and 37 mL of 80% hydrazine hydrate were added to a three-necked bottle and reacted under reflux for 4 hours. A white solid was isolated. After sucking filtration, the filter cake was washed with ethanol. After drying, 10.7 g white solid was obtained. Yield: 76%, MS: 191(M+1). The reactants are C1(=CC=CC=C1)CCN (2-phenylethanamine), ClS(=O)(=O)C1=CC=C(C(=O)OC)C=C1 (methyl 4-(chlorosulfonyl)benzoate), ClCC1=CC=C(C=C1)OC (1-(chloromethyl)-4-methoxybenzene). Yields the product COC1=CC=C(CN(S(=O)(=O)C2=CC=C(C(=O)O)C=C2)CCC2=CC=CC=C2)C=C1 (4-(N-(4-methoxybenzyl)-N-phenethylsulfamoyl)benzoic acid). As a reaction SMILES: [C:1]1([CH2:7][CH2:8][NH2:9])[CH:6]=[CH:5][CH:4]=[CH:3][CH:2]=1.Cl[S:11]([C:14]1[CH:23]=[CH:22][C:17]([C:18]([O:20]C)=[O:19])=[CH:16][CH:15]=1)(=[O:13])=[O:12].Cl[CH2:25][C:26]1[CH:31]=[CH:30][C:29]([O:32][CH3:33])=[CH:28][CH:27]=1>>[CH3:33][O:32][C:29]1[CH:30]=[CH:31][C:26]([CH2:25][N:9]([CH2:8][CH2:7][C:1]2[CH:6]=[CH:5][CH:4]=[CH:3][CH:2]=2)[S:11]([C:14]2[CH:23]=[CH:22][C:17]([C:18]([OH:20])=[O:19])=[CH:16][CH:15]=2)(=[O:13])=[O:12])=[CH:27][CH:28]=1. Procedure details: Prepared as in example 5-10 from 2-phenylethanamine, methyl 4-(chlorosulfonyl)-benzoate (Example 5-10c) and 1-(chloromethyl)-4-methoxybenzene. MS (M−H, 424.1); 1H NMR (400 MHz, DMSO-d6): δ, ppm: 2.51 (m, 2H), 3.23 (m, 2H), 3.74 (s, 3H), 4.31 (s, 2H), 4.31 (s, 2H), 6.92 (m, 2H), 6.98 (m, 2H), 7.20-7.27 (m, 5H), 7.85 (m, 2H), 8.06 (m, 2H).